The task is: describe an organic reaction: reactants, conditions, products, and yield. This data is from the Open Reaction Database (ORD), a public repository of structured organic reaction records. Reactants: C(C)(C)[N-]C(C)C.[Li+] (lithium diisopropylamide), N1=CC(=CC=C1)C (β-picoline), CCOCC (ether), [Li] (lithium), C(C1=CC=C(C=C1)OC)(=O)OC (methyl anisate), CCOCC (ether). Run in O (water). Conditions: time 0.5 hour. Product: COC1=C(C=NC=C1)CC(=O)C1=CC=CC=C1 (4-methoxy-α-(3-pyridyl)-acetophenone). Isolated yield 39.0%. RXN SMILES: C([N-]C(C)C)(C)C.[Li+].[N:9]1[CH:14]=[CH:13][CH:12]=[C:11]([CH3:15])[CH:10]=1.[C:16](OC)(=[O:25])[C:17]1[CH:22]=[CH:21][C:20](OC)=[CH:19][CH:18]=1.[Li].C[CH2:30][O:31]CC>O>[CH3:30][O:31][C:12]1[CH:13]=[CH:14][N:9]=[CH:10][C:11]=1[CH2:15][C:16]([C:17]1[CH:22]=[CH:21][CH:20]=[CH:19][CH:18]=1)=[O:25] |f:0.1,^1:27|. Procedure details: To a solution of 3 moles of lithium diisopropylamide in 3 liters ether is added 3 moles of β-picoline. After 1/2 hour, a solution of 1 mole methyl anisate in ether is added dropwise. After 1 hour under reflux, the mixture is cooled and decomposed with water. After all the lithium has dissolved, the layers are separated. The organics are washed with water, dried (magnesium sulfate) and distilled. The product is collected at 155°-165°C at 0.3 mm Hg and recrystallized from benzene-pet ether to yiel... Starting materials: COc1ccc([N+](=O)[O-])cc1N1CCNCC1, C=CS(C)(=O)=O, CC(C)O. Product: COc1ccc([N+](=O)[O-])cc1N1CCN(CCS(C)(=O)=O)CC1. As a reaction SMILES: [CH3:1][O:2][c:3]1[c:4]([N:12]2[CH2:13][CH2:14][NH:15][CH2:16][CH2:17]2)[cH:5][c:6]([N+:9](=[O:10])[O-:11])[cH:7][cH:8]1.[CH:18](=[CH2:19])[S:20](=[O:21])(=[O:22])[CH3:23].[CH:24]([OH:25])([CH3:26])[CH3:27]>>[CH3:1][O:2][c:3]1[c:4]([N:12]2[CH2:13][CH2:14][N:15]([CH2:19][CH2:18][S:20](=[O:21])(=[O:22])[CH3:23])[CH2:16][CH2:17]2)[cH:5][c:6]([N+:9](=[O:10])[O-:11])[cH:7][cH:8]1.